From a dataset of the Open Reaction Database (ORD), a public repository of structured organic reaction records. describe an organic reaction: reactants, conditions, products, and yield Starting materials: CCN1CCNCC1, C1CCOC1, CCc1nc2c(cnn2CC)c(NC2CCOCC2)c1CNC(=O)c1cccc(C(=O)NCc2ccc(F)c(-c3cccc(CCl)c3)c2)c1. Product: CCc1nc2c(cnn2CC)c(NC2CCOCC2)c1CNC(=O)c1cccc(C(=O)NCc2ccc(F)c(-c3cccc(CN4CCN(CC)CC4)c3)c2)c1. RXN SMILES: [CH2:50]([CH3:51])[N:52]1[CH2:53][CH2:54][NH:55][CH2:56][CH2:57]1.[CH2:58]1[O:59][CH2:60][CH2:61][CH2:62]1.[Cl:1][CH2:2][c:3]1[cH:4][c:5](-[c:9]2[cH:10][c:11]([CH2:16][NH:17][C:18](=[O:19])[c:20]3[cH:21][c:22]([C:26](=[O:27])[NH:28][CH2:29][c:30]4[c:31]([NH:43][CH:44]5[CH2:45][CH2:46][O:47][CH2:48][CH2:49]5)[c:32]5[c:33]([n:34][c:35]4[CH2:36][CH3:37])[n:38]([CH2:41][CH3:42])[n:39][cH:40]5)[cH:23][cH:24][cH:25]3)[cH:12][cH:13][c:14]2[F:15])[cH:6][cH:7][cH:8]1>>[CH2:2]([c:3]1[cH:4][c:5](-[c:9]2[cH:10][c:11]([CH2:16][NH:17][C:18](=[O:19])[c:20]3[cH:21][c:22]([C:26](=[O:27])[NH:28][CH2:29][c:30]4[c:31]([NH:43][CH:44]5[CH2:45][CH2:46][O:47][CH2:48][CH2:49]5)[c:32]5[c:33]([n:34][c:35]4[CH2:36][CH3:37])[n:38]([CH2:41][CH3:42])[n:39][cH:40]5)[cH:23][cH:24][cH:25]3)[cH:12][cH:13][c:14]2[F:15])[cH:6][cH:7][cH:8]1)[N:55]1[CH2:54][CH2:53][N:52]([CH2:50][CH3:51])[CH2:57][CH2:56]1. The reactants are benzyl ester, C(C)(C)(C)OC(=O)NC(C(=O)O)C(C=C)C (2-(t-butyloxycarbonylamino)-3-methylpent-4-eneoic acid), C(C1=CC=CC=C1)Br (benzyl bromide), tripeptide, δ-(L-α-aminoadipoyl)-L-cysteinyl-D-γ,δ-didehydroisoleucine, C([O-])(O)=O.[Na+] (sodium bicarbonate). Run in C(=O)O (formic acid). Yields the product amino ester, NC(C(=O)OCC1=CC=CC=C1)C(C=C)C (benzyl 2-amino-3-methylpent-4-eneoate). RXN SMILES: C(OC([NH:8][CH:9]([CH:13]([CH3:16])[CH:14]=[CH2:15])[C:10]([OH:12])=[O:11])=O)(C)(C)C.[CH2:17](Br)[C:18]1[CH:23]=[CH:22][CH:21]=[CH:20][CH:19]=1.C(=O)(O)[O-].[Na+]>C(O)=O>[NH2:8][CH:9]([CH:13]([CH3:16])[CH:14]=[CH2:15])[C:10]([O:12][CH2:17][C:18]1[CH:23]=[CH:22][CH:21]=[CH:20][CH:19]=1)=[O:11] |f:2.3|. Procedure details: The substrate tripeptide A used in the process, δ-(L-α-aminoadipoyl)-L-cysteinyl-D-γ,δ-didehydroisoleucine, is prepared in the following manner. First, 2-(t-butyloxycarbonylamino)-3-methylpent-4-eneoic acid (prepared according to the method of P. A. Bartlett and J. F. Barstow, J. Org. Chem., 1982, 47, 3933) is esterified with benzyl bromide and sodium bicarbonate. The benzyl ester is treated with formic acid to remove the t-BOC amino-protecting group to provide the amino ester, benzyl 2-amino-3-...